From a dataset of the Open Reaction Database (ORD), a public repository of structured organic reaction records. describe an organic reaction: reactants, conditions, products, and yield Starting materials: C1CCC(CC1)N=C=NC2CCCCC2 (DCC), Cl.C(C)(C)(C)OC(CN)=O (glycine t-butyl ester hydrochloride), Cl.C(=O)(O)CCC(=O)NCC1=CC=C(O1)C(=O)OC1=CC2=CC=C(C=C2C=C1)C(N)=N (6-amidino-2-naphthyl 5-(3-carboxypropionylaminomethyl)furan-2-carboxylate hydrochloride), CN(C)C=O (DMF). The reagents and catalysts are CN(C)C=1C=CN=CC1 (DMAP). Solvent: N1=CC=CC=C1 (pyridine). Reaction conditions: time 10 minute. Yields the product Cl.C(C)(C)(C)OC(=O)CNC(=O)CCC(=O)NCC1=CC=C(O1)C(=O)OC1=CC2=CC=C(C=C2C=C1)C(N)=N (6-Amidino-2-naphthyl 5-(3-t-butoxycarbonylmethylcarbamoylpropionylaminomethyl)furan-2-carboxylate hydrochloride). Yield: 74.4%. RXN SMILES: [ClH:1].[C:2]([O:6][C:7](=[O:10])[CH2:8][NH2:9])([CH3:5])([CH3:4])[CH3:3].Cl.[C:12]([CH2:15][CH2:16][C:17]([NH:19][CH2:20][C:21]1[O:25][C:24]([C:26]([O:28][C:29]2[CH:38]=[CH:37][C:36]3[C:31](=[CH:32][CH:33]=[C:34]([C:39](=[NH:41])[NH2:40])[CH:35]=3)[CH:30]=2)=[O:27])=[CH:23][CH:22]=1)=[O:18])(O)=[O:13].CN(C=O)C.C1CCC(N=C=NC2CCCCC2)CC1>CN(C1C=CN=CC=1)C.N1C=CC=CC=1>[ClH:1].[C:2]([O:6][C:7]([CH2:8][NH:9][C:12]([CH2:15][CH2:16][C:17]([NH:19][CH2:20][C:21]1[O:25][C:24]([C:26]([O:28][C:29]2[CH:38]=[CH:37][C:36]3[C:31](=[CH:32][CH:33]=[C:34]([C:39](=[NH:40])[NH2:41])[CH:35]=3)[CH:30]=2)=[O:27])=[CH:23][CH:22]=1)=[O:18])=[O:13])=[O:10])([CH3:5])([CH3:4])[CH3:3] |f:0.1,2.3,8.9|. Reported procedure: To 0.75 g of glycine t-butyl ester hydrochloride, 0.15 g of DMAP and 1.5 g of 6-amidino-2-naphthyl 5-(3-carboxypropionylaminomethyl)furan-2-carboxylate hydrochloride were added 20 ml of DMF and 1 ml of pyridine, and the mixture was stirred while cooling with ice. After 10 minutes, 0.9 g of DCC was added thereto, and the mixture was stirred for 3 hours while cooling with ice and then for 24 hours at room temperature. The precipitate was filtered off, the filtrate was added in small portions to 30... The reactants are Fc1ccc(Br)c(Cl)c1CBr, CCO, N#C[K], O. Product: N#CCc1c(F)ccc(Br)c1Cl. Reaction SMILES: [Br:1][c:2]1[c:3]([Cl:11])[c:4]([CH2:9][Br:10])[c:5]([F:8])[cH:6][cH:7]1.[CH3:15][CH2:16][OH:17].[K:12][C:13]#[N:14].[OH2:18]>>[Br:1][c:2]1[c:3]([Cl:11])[c:4]([CH2:9][C:13]#[N:14])[c:5]([F:8])[cH:6][cH:7]1. Starting materials: ClCCl, CC(C)C1COC(=O)N1C(=O)C(CC(=O)OC(C)(C)C)CC1CCCCC1, O=C(O)C(F)(F)F. Product: CC(C)C1COC(=O)N1C(=O)C(CC(=O)O)CC1CCCCC1. Reaction SMILES: [CH2:35]([Cl:36])[Cl:37].[CH:1]1([CH2:7][CH:8]([CH2:9][C:10](=[O:11])[O:12][C:13]([CH3:14])([CH3:15])[CH3:16])[C:17](=[O:18])[N:19]2[C:20](=[O:27])[O:21][CH2:22][CH:23]2[CH:24]([CH3:25])[CH3:26])[CH2:2][CH2:3][CH2:4][CH2:5][CH2:6]1.[OH:28][C:29]([C:30]([F:31])([F:32])[F:33])=[O:34]>>[CH:1]1([CH2:7][CH:8]([CH2:9][C:10](=[O:11])[OH:12])[C:17](=[O:18])[N:19]2[C:20](=[O:27])[O:21][CH2:22][CH:23]2[CH:24]([CH3:25])[CH3:26])[CH2:2][CH2:3][CH2:4][CH2:5][CH2:6]1. Starting materials: [BH4-].[Na+] (Sodium borohydride), COC(=O)C1CC(C1)=C(C(=O)OCC1=CC=CC=C1)C(=O)OC (benzyl methyl 3-methoxycarbonylcyclobutylidenemalonate). Solvent: O1CCCC1 (tetrahydrofuran). Reaction conditions: temperature 0 celsius. Yields the product hexane-ether, COC(=O)[C@H]1C[C@H](C1)C(C(=O)OCC1=CC=CC=C1)C(=O)OC (Benzyl methyl cis-3-methoxycarbonylcyclobutylmalonate). RXN SMILES: [BH4-].[Na+].[CH3:3][O:4][C:5]([CH:7]1[CH2:10][C:9](=[C:11]([C:22]([O:24][CH3:25])=[O:23])[C:12]([O:14][CH2:15][C:16]2[CH:21]=[CH:20][CH:19]=[CH:18][CH:17]=2)=[O:13])[CH2:8]1)=[O:6]>O1CCCC1>[CH3:3][O:4][C:5]([C@@H:7]1[CH2:10][C@H:9]([CH:11]([C:22]([O:24][CH3:25])=[O:23])[C:12]([O:14][CH2:15][C:16]2[CH:17]=[CH:18][CH:19]=[CH:20][CH:21]=2)=[O:13])[CH2:8]1)=[O:6] |f:0.1|. Procedure details: Sodium borohydride (4.28 g, 0.11 mol) was added portionwise to a stirred solution of benzyl methyl 3-methoxycarbonylcyclobutylidenemalonate (30 g, 0.09 mol) in dry tetrahydrofuran (200 ml) cooled to 0° C. The cooling bath was then removed and after 20 minutes water (300 ml) was added. The mixture was extracted with diethyl ether (3×200 ml) and the combined extracts washed with brine solution. The organic phase was dried, filtered and evaporated to a colourless oil (27.0 g). Chromatography on fla... Starting materials: O=S1(CCN(CC1)C(=O)OC(C)(C)C)=O (tert-Butyl 1,1-dioxothiomorpholine-4-carboxylate), Cl (hydrochloric acid). The solvent is Cl.CO (hydrochloric acid methanol), O1CCCC1 (tetrahydrofuran). Yields the product Cl.N1CCS(CC1)(=O)=O (Thiomorpholine 1,1-dioxide monohydrochloride). RXN SMILES: [O:1]=[S:2]1(=[O:15])[CH2:7][CH2:6][N:5](C(OC(C)(C)C)=O)[CH2:4][CH2:3]1.[ClH:16]>Cl.CO.O1CCCC1>[ClH:16].[NH:5]1[CH2:6][CH2:7][S:2](=[O:15])(=[O:1])[CH2:3][CH2:4]1 |f:2.3,5.6|. Procedure details: tert-Butyl 1,1-dioxothiomorpholine-4-carboxylate (2.03 g, 8.63 mmol) was dissolved in a mixture of hydrochloric acid-methanol 10 (20 ml) and tetrahydrofuran (20 ml); hydrochloric acid (4.0 ml) was added thereto during stirring at room temperature; and the reaction mixture was stirred at room temperature for 3 hours. The reaction mixture was concentrated; methanol (20 ml), tetrahydrofuran (20 ml) and hydrochloric acid (4.0 ml) were added to the obtained crystals. Furthermore, water (10 ml) was ad... The reactants are CCO, NNc1ccccc1, O=Cc1cccnc1. Yields the product C(=NNc1ccccc1)c1cccnc1. Reaction SMILES: [CH3:17][CH2:18][OH:19].[NH2:9][NH:10][c:11]1[cH:12][cH:13][cH:14][cH:15][cH:16]1.[n:1]1[cH:2][c:3]([CH:7]=[O:8])[cH:4][cH:5][cH:6]1>>[n:1]1[cH:2][c:3]([CH:7]=[N:9][NH:10][c:11]2[cH:12][cH:13][cH:14][cH:15][cH:16]2)[cH:4][cH:5][cH:6]1. Reactants: N#Cc1c(-c2ccc(O)cc2)csc1N, CCOC(=O)c1nc(N2CCc3cccc(C(=O)N(COCC[Si](C)(C)C)c4nc5ccccc5s4)c3C2)sc1-c1ccc(COc2ccc(-c3nn(C(=O)OC(C)(C)C)c(N)c3C#N)cc2)cc1, CC(C)(C)OC(=O)n1nc(-c2ccc(O)cc2)c(C#N)c1N, COC(=O)c1nc(N2CCc3cccc(C(=O)N(COCC[Si](C)(C)C)c4nc5ccccc5s4)c3C2)sc1CCCO. Product: COC(=O)c1nc(N2CCc3cccc(C(=O)N(COCC[Si](C)(C)C)c4nc5ccccc5s4)c3C2)sc1CCCOc1ccc(-c2csc(N)c2C#N)cc1. RXN SMILES: [NH2:135][c:136]1[s:137][cH:138][c:139](-[c:143]2[cH:144][cH:145][c:146]([OH:149])[cH:147][cH:148]2)[c:140]1[C:141]#[N:142].[NH2:1][c:2]1[n:3]([C:4]([O:5][C:6]([CH3:7])([CH3:8])[CH3:9])=[O:10])[n:11][c:12](-[c:13]2[cH:14][cH:15][c:16]([O:17][CH2:18][c:19]3[cH:20][cH:21][c:22](-[c:23]4[s:24][c:25]([N:26]5[CH2:27][CH2:28][c:29]6[c:30]([c:31]([C:32](=[O:33])[N:34]([c:35]7[s:36][c:37]8[cH:38][cH:39][cH:40][cH:41][c:42]8[n:43]7)[CH2:44][O:45][CH2:46][CH2:47][Si:48]([CH3:49])([CH3:50])[CH3:51])[cH:52][cH:53][cH:54]6)[CH2:55]5)[n:56][c:57]4[C:58]([O:59][CH2:60][CH3:61])=[O:62])[cH:63][cH:64]3)[cH:65][cH:66]2)[c:67]1[C:68]#[N:69].[NH2:70][c:71]1[n:72]([C:73]([O:74][C:75]([CH3:76])([CH3:77])[CH3:78])=[O:79])[n:80][c:81](-[c:82]2[cH:83][cH:84][c:85]([OH:86])[cH:87][cH:88]2)[c:89]1[C:90]#[N:91].[s:92]1[c:93]([N:101]([C:102](=[O:103])[c:104]2[cH:105][cH:106][cH:107][c:108]3[c:113]2[CH2:112][N:111]([c:114]2[s:115][c:116]([CH2:123][CH2:124][CH2:125][OH:126])[c:117]([C:119](=[O:120])[O:121][CH3:122])[n:118]2)[CH2:110][CH2:109]3)[CH2:127][O:128][CH2:129][CH2:130][Si:131]([CH3:132])([CH3:133])[CH3:134])[n:94][c:95]2[c:96]1[cH:97][cH:98][cH:99][cH:100]2>>[s:92]1[c:93]([N:101]([C:102](=[O:103])[c:104]2[cH:105][cH:106][cH:107][c:108]3[c:113]2[CH2:112][N:111]([c:114]2[s:115][c:116]([CH2:123][CH2:124][CH2:125][O:126][c:146]4[cH:145][cH:144][c:143](-[c:139]5[cH:138][s:137][c:136]([NH2:135])[c:140]5[C:141]#[N:142])[cH:148][cH:147]4)[c:117]([C:119](=[O:120])[O:121][CH3:122])[n:118]2)[CH2:110][CH2:109]3)[CH2:127][O:128][CH2:129][CH2:130][Si:131]([CH3:132])([CH3:133])[CH3:134])[n:94][c:95]2[c:96]1[cH:97][cH:98][cH:99][cH:100]2. The reactants are CC1COCC(N1CCN1C(C2=CC=CC=C2C1=O)=O)C (2-[2-(3,5-dimethylmorpholino)ethyl]-1H-isoindole-1,3(2H)-dione), O.NN (hydrazine hydrate). Product: CC1COCC(N1CCN)C (2-(3,5-dimethylmorpholino)ethylamine). RXN SMILES: [CH3:1][CH:2]1[N:7]([CH2:8][CH2:9][N:10]2C(=O)C3C(=CC=CC=3)C2=O)[CH:6]([CH3:21])[CH2:5][O:4][CH2:3]1.O.NN>>[CH3:21][CH:6]1[N:7]([CH2:8][CH2:9][NH2:10])[CH:2]([CH3:1])[CH2:3][O:4][CH2:5]1 |f:1.2|. Procedure details: The title compound was prepared by a similar method to Preparation 7 from 2-[2-(3,5-dimethylmorpholino)ethyl]-1H-isoindole-1,3(2H)-dione [see Preparation 11] and hydrazine hydrate, to afford 2-(3,5-dimethylmorpholino)ethylamine as a white solid. Starting materials: S1C=C(C=C1)C1=CC=C(C=C1)C(CN)C (2-(4-(3-thienyl)phenyl)propylamine), N1(CCCC1)C(=O)Cl (pyrrolidine carbonyl chloride). The product is S1C=C(C=C1)C1=CC=C(C=C1)C(CNC(=O)N1CCCC1)C (N-2-(4-(3-Thienyl)phenyl)propyl-1-pyrrolidinecarboxamide). As a reaction SMILES: [S:1]1[CH:5]=[CH:4][C:3]([C:6]2[CH:11]=[CH:10][C:9]([CH:12]([CH3:15])[CH2:13][NH2:14])=[CH:8][CH:7]=2)=[CH:2]1.[N:16]1([C:21](Cl)=[O:22])[CH2:20][CH2:19][CH2:18][CH2:17]1>>[S:1]1[CH:5]=[CH:4][C:3]([C:6]2[CH:11]=[CH:10][C:9]([CH:12]([CH3:15])[CH2:13][NH:14][C:21]([N:16]3[CH2:20][CH2:19][CH2:18][CH2:17]3)=[O:22])=[CH:8][CH:7]=2)=[CH:2]1. Procedure: The title compound was prepared from 2-(4-(3-thienyl)phenyl)propylamine (see example 14) and pyrrolidine carbonyl chloride in a manner analogous to the procedure described in example 14. The NMR spectrum was consistent with the proposed title structure. As a reaction SMILES: [Al+3:8].[CH3:19][c:20]1[cH:21][cH:22][cH:23][cH:24][cH:25]1.[CH3:1][CH:2]([CH2:3][C:4]#[N:5])[CH3:6].[Cl-:10].[Cl-:7].[Cl-:9].[NH2:11][c:12]1[cH:13][cH:14][c:15]([Cl:16])[cH:17][cH:18]1.[OH2:26]>>[CH3:1][CH:2]([CH2:3][C:4](=[NH:5])[NH:11][c:12]1[cH:13][cH:14][c:15]([Cl:16])[cH:17][cH:18]1)[CH3:6]. Yields the product CC(C)CC(=N)Nc1ccc(Cl)cc1. Reactants: [Al+3], Cc1ccccc1, CC(C)CC#N, [Cl-], [Cl-], [Cl-], Nc1ccc(Cl)cc1, O.